This data is from the Open Reaction Database (ORD), a public repository of structured organic reaction records. The task is: describe an organic reaction: reactants, conditions, products, and yield Reactants: O=C=Nc1ccc(F)cc1, [I-], [Na+], Cc1ccc(C)c(N2CCN(C(=O)C3CN3S(=O)(=O)c3ccccc3)CC2)c1. The product is Cc1ccc(C)c(N2CCN(C(=O)C3CN(S(=O)(=O)c4ccccc4)C(=O)N3c3ccc(F)cc3)CC2)c1. RXN SMILES: [F:31][c:32]1[cH:33][cH:34][c:35]([N:38]=[C:39]=[O:40])[cH:36][cH:37]1.[I-:30].[Na+:29].[c:1]1([S:7](=[O:8])(=[O:9])[N:10]2[CH:11]([C:13](=[O:14])[N:15]3[CH2:16][CH2:17][N:18]([c:21]4[c:22]([CH3:28])[cH:23][cH:24][c:25]([CH3:27])[cH:26]4)[CH2:19][CH2:20]3)[CH2:12]2)[cH:2][cH:3][cH:4][cH:5][cH:6]1>>[c:1]1([S:7](=[O:8])(=[O:9])[N:10]2[CH2:12][CH:11]([C:13](=[O:14])[N:15]3[CH2:16][CH2:17][N:18]([c:21]4[c:22]([CH3:28])[cH:23][cH:24][c:25]([CH3:27])[cH:26]4)[CH2:19][CH2:20]3)[N:38]([c:35]3[cH:34][cH:33][c:32]([F:31])[cH:37][cH:36]3)[C:39]2=[O:40])[cH:2][cH:3][cH:4][cH:5][cH:6]1. The reactants are B(c1ccccc1)(O)O (effective_coupling_partner), CC(=O)Oc2c1ccccc1cc3ccccc23 (substrate). The reagents and catalysts are PCy3. Run at temperature 100 celsius, time 6 hour. Yields the product c4ccc(c2c1ccccc1cc3ccccc23)cc4. Reactants: ClC=1N=C(NC1CC)C(=O)NC1CCN(CC1)C=1C=C(C(=O)OC)C=CC1 (Methyl 3-{4-[(4-chloro-5-ethyl-1H-imidazole-2-carbonyl)amino]piperidin-1-yl}benzoate), O.[OH-].[Li+] (lithium hydroxide monohydrate). Product: ClC=1N=C(NC1CC)C(=O)NC1CCN(CC1)C=1C=C(C(=O)O)C=CC1 (3-{4-[(4-Chloro-5-ethyl-1H-imidazole-2-carbonyl)amino]piperidine-1-yl}benzoic acid). Isolated yield 62.8%. Reaction SMILES: [Cl:1][C:2]1[N:3]=[C:4]([C:9]([NH:11][CH:12]2[CH2:17][CH2:16][N:15]([C:18]3[CH:19]=[C:20]([CH:25]=[CH:26][CH:27]=3)[C:21]([O:23]C)=[O:22])[CH2:14][CH2:13]2)=[O:10])[NH:5][C:6]=1[CH2:7][CH3:8].O.[OH-].[Li+]>>[Cl:1][C:2]1[N:3]=[C:4]([C:9]([NH:11][CH:12]2[CH2:17][CH2:16][N:15]([C:18]3[CH:19]=[C:20]([CH:25]=[CH:26][CH:27]=3)[C:21]([OH:23])=[O:22])[CH2:14][CH2:13]2)=[O:10])[NH:5][C:6]=1[CH2:7][CH3:8] |f:1.2.3|. Reported procedure: The same operation as in Example (1i) was performed using methyl 3-{4-[(4-chloro-5-ethyl-1H-imidazole-2-carbonyl)amino]piperidin-1-yl}benzoate obtained in Example (192d) (87.5 mg, 0.224 mmol) and lithium hydroxide monohydrate (47 mg, 1.12 mmol), to obtain 53 mg of the title compound as a white solid (63%).